Task: describe an organic reaction: reactants, conditions, products, and yield. Dataset: the Open Reaction Database (ORD), a public repository of structured organic reaction records Starting materials: CC(C)(C=1C=CC(=CC1)O)C=2C=CC(=CC2)O (BPA), C1(=CC=CC=C1)O (phenol), C(CCC)N(CCCC)CCCC (tributylamine), C(CCCCCCC)N(CCCCCCCC)CCCCCCCC (trioctylamine). Run at temperature 210 celsius, time 25 minute. Yields the product C(CCC)N(CCCC)CCCC.C(CCCCCCC)N(CCCCCCCC)CCCCCCCC (Tributylamine trioctylamine). Reaction SMILES: CC(C1C=CC(O)=CC=1)(C1C=CC(O)=CC=1)C.[CH2:18]([N:22]([CH2:27][CH2:28][CH2:29][CH3:30])[CH2:23][CH2:24][CH2:25][CH3:26])[CH2:19][CH2:20][CH3:21].[CH2:31]([N:39]([CH2:48][CH2:49][CH2:50][CH2:51][CH2:52][CH2:53][CH2:54][CH3:55])[CH2:40][CH2:41][CH2:42][CH2:43][CH2:44][CH2:45][CH2:46][CH3:47])[CH2:32][CH2:33][CH2:34][CH2:35][CH2:36][CH2:37][CH3:38].C1(O)C=CC=CC=1>>[CH2:27]([N:22]([CH2:18][CH2:19][CH2:20][CH3:21])[CH2:23][CH2:24][CH2:25][CH3:26])[CH2:28][CH2:29][CH3:30].[CH2:48]([N:39]([CH2:31][CH2:32][CH2:33][CH2:34][CH2:35][CH2:36][CH2:37][CH3:38])[CH2:40][CH2:41][CH2:42][CH2:43][CH2:44][CH2:45][CH2:46][CH3:47])[CH2:49][CH2:50][CH2:51][CH2:52][CH2:53][CH2:54][CH3:55] |f:4.5|. Procedure details: BPA (136.98 g; 0.600 mol) and DPC (133.67 g; 0.624 mol) were added into a liter melt polymerizer apparatus as powders. The reactor vessel was deoxygenated by evacuating it to about 1 torr and then refilling the apparatus with nitrogen. This deoxygenation procedure was repeated three times. The reactor vessel was immersed in a fluidized heat bath preheated to 180° C. The DPC/BPA mixture was allowed to melt, producing a colorless, homogeneous liquid; once a small amount of the mixture melts, the r... Reactants: BrCCOC1=CC=CNC=C1, Br, O=C([O-])[O-], COC=O, [K+], [K+], O. The product is O=CN1C=CC=C(OCCBr)C=C1. As a reaction SMILES: [Br:2][CH2:3][CH2:4][O:5][C:6]1=[CH:12][CH:11]=[CH:10][NH:9][CH:8]=[CH:7]1.[BrH:1].[C:13]([O-:14])(=[O:15])[O-:16].[CH:20]([O:21][CH3:22])=[O:23].[K+:17].[K+:18].[OH2:19]>>[Br:2][CH2:3][CH2:4][O:5][C:6]1=[CH:12][CH:11]=[CH:10][N:9]([CH:13]=[O:14])[CH:8]=[CH:7]1. Reactants: Cl (HCl), ClC1=C(C=CC=2N(C=NC21)C2OCCCC2)CNC (1-(4-chloro-1-(tetrahydro-2H-pyran-2-yl)-1H-benzo[d]imidazol-5-yl)-N-methylmethanamine), CCN(C(C)C)C(C)C (DIPEA), ClC1=NC=CC(=N1)NC1=NNC(=C1)C(F)F (2-chloro-N-(5-(difluoromethyl)-1H-pyrazol-3-yl)pyrimidin-4-amine), Cl.O1CCOCC1 (HCl dioxane). Solvent: CCCCO (n-BuOH). Conditions: temperature 90 celsius, time 3 hour. Yields the product 15.1, ClC1=C(C=CC=2NC=NC21)CN(C2=NC=CC(=N2)NC2=NNC(=C2)C(F)F)C (N2-((4-chloro-1H-benzo[d]imidazol-5-yl)methyl)-N4-(5-(difluoromethyl)-1H-pyrazol-3-yl)-N2-methylpyrimidine-2,4-diamine). Reaction SMILES: Cl[C:2]1[N:7]=[C:6]([NH:8][C:9]2[CH:13]=[C:12]([CH:14]([F:16])[F:15])[NH:11][N:10]=2)[CH:5]=[CH:4][N:3]=1.Cl.[Cl:18][C:19]1[C:27]2[N:26]=[CH:25][N:24](C3CCCCO3)[C:23]=2[CH:22]=[CH:21][C:20]=1[CH2:34][NH:35][CH3:36].CCN(C(C)C)C(C)C.Cl.O1CCOCC1>CCCCO>[Cl:18][C:19]1[C:27]2[N:26]=[CH:25][NH:24][C:23]=2[CH:22]=[CH:21][C:20]=1[CH2:34][N:35]([CH3:36])[C:2]1[N:7]=[C:6]([NH:8][C:9]2[CH:13]=[C:12]([CH:14]([F:16])[F:15])[NH:11][N:10]=2)[CH:5]=[CH:4][N:3]=1 |f:4.5|. Reported procedure: A vial was charged with 2-chloro-N-(5-(difluoromethyl)-1H-pyrazol-3-yl)pyrimidin-4-amine (80 mg, 0.33 mmol), the bis HCl salt of 1-(4-chloro-1-(tetrahydro-2H-pyran-2-yl)-1H-benzo[d]imidazol-5-yl)-N-methylmethanamine (138 mg, 0.39 mmol), DIPEA (0.29 mL, 1.63 mmol) and n-BuOH (1.5 mL), sealed and heated at 90° C. for 8 h. The reaction mixture was then cooled to RT, and 4N HCl/dioxane (0.81 mL, 3.26 mmol) was added. The mixture was stirred at 40° C. for 3 h and then concentrated in vacuo. The crude... Reaction SMILES: [C:9](=[O:10])([O-:11])[O-:12].[CH3:1][O:2][c:3]1[nH:4][c:5](=[O:8])[nH:6][n:7]1.[CH3:31][C:32]#[N:33].[K+:13].[K+:14].[OH2:30].[c:15]1(-[c:21]2[cH:22][cH:23][c:24]([CH3:29])[c:25]([CH2:26][Br:27])[cH:28]2)[cH:16][cH:17][cH:18][cH:19][cH:20]1>>[CH3:1][O:2][c:3]1[n:4]([CH2:26][c:25]2[c:24]([CH3:29])[cH:23][cH:22][c:21](-[c:15]3[cH:16][cH:17][cH:18][cH:19][cH:20]3)[cH:28]2)[c:5](=[O:8])[nH:6][n:7]1. Product: COc1n[nH]c(=O)n1Cc1cc(-c2ccccc2)ccc1C. The reactants are O=C([O-])[O-], COc1n[nH]c(=O)[nH]1, CC#N, [K+], [K+], O, Cc1ccc(-c2ccccc2)cc1CBr. Starting materials: CC1([C@@H](N2[C@H](S1)C(C2=O)N)C(=O)OCC3=CC=CC=C3)C (6-aminopenicillanic acid benzyl ester), C(C)(C)(C)C=1C(C(C=C(C1)C(C)(C)C)=O)=O (3,5-di-t-butyl-1,2-benzoquinone), 5A. Run in O1CCCC1 (tetrahydrofuran). Reaction conditions: time 6 hour. The product is CC1([C@@H](N2[C@H](S1)C(=O)C2=O)C(=O)OCC3=CC=CC=C3)C (6-Oxopenicillanic Acid Benzyl Ester). Reaction SMILES: [CH3:1][C:2]1([CH3:21])[S:6][C@@H:5]2[CH:7](N)[C:8](=[O:9])[N:4]2[C@H:3]1[C:11]([O:13][CH2:14][C:15]1[CH:20]=[CH:19][CH:18]=[CH:17][CH:16]=1)=[O:12].C(C1C(=O)C(=[O:36])C=C(C(C)(C)C)C=1)(C)(C)C>O1CCCC1>[CH3:1][C:2]1([CH3:21])[S:6][C@@H:5]2[C:7]([C:8](=[O:9])[N:4]2[C@H:3]1[C:11]([O:13][CH2:14][C:15]1[CH:20]=[CH:19][CH:18]=[CH:17][CH:16]=1)=[O:12])=[O:36]. Reported procedure: A solution of 3.06 g. (10 mmol.) of 6-aminopenicillanic acid benzyl ester and 2.20 g. (10 mmol.) of 3,5-di-t-butyl-1,2-benzoquinone in 50 ml. of tetrahydrofuran containing 5 g. of 5A molecular sieves is maintained at 4° for 16 hours. The solution is decanted and treated with 3 g. of oxalic acid in 10 ml. of water. After standing at 4° for 6 hours most of the solvent is removed below ambient temperature and the residue is partitioned between benzene and water. The aqueous phase is extracted with ... Reactants: C1(CCCCC1)N(C1=CC(=NC=N1)C(=O)NC1=CC=C(CNCC(=O)OC(C)(C)C)C=C1)CC1CC1 (tert-butyl N-{4-[({6-[cyclohexyl(cyclopropylmethyl)amino]pyrimidin-4-yl}carbonyl)amino]benzyl}glycinate), FC(C(=O)O)(F)F (trifluoroacetic acid). Solvent: C(Cl)Cl (DCM). Reaction conditions: time 24 hour. Product: FC(C(=O)O)(F)F.C1(CCCCC1)N(C1=CC(=NC=N1)C(=O)NC1=CC=C(CNCC(=O)O)C=C1)CC1CC1 (N-{4-[({6-[cyclohexyl(cyclopropylmethyl)amino]pyrimidin-4-yl}carbonyl)amino]benzyl}glycine trifluoroacetate). Isolated yield 77.0%. RXN SMILES: [CH:1]1([N:7]([CH2:33][CH:34]2[CH2:36][CH2:35]2)[C:8]2[N:13]=[CH:12][N:11]=[C:10]([C:14]([NH:16][C:17]3[CH:32]=[CH:31][C:20]([CH2:21][NH:22][CH2:23][C:24]([O:26]C(C)(C)C)=[O:25])=[CH:19][CH:18]=3)=[O:15])[CH:9]=2)[CH2:6][CH2:5][CH2:4][CH2:3][CH2:2]1.[F:37][C:38]([F:43])([F:42])[C:39]([OH:41])=[O:40]>C(Cl)Cl>[F:37][C:38]([F:43])([F:42])[C:39]([OH:41])=[O:40].[CH:1]1([N:7]([CH2:33][CH:34]2[CH2:35][CH2:36]2)[C:8]2[N:13]=[CH:12][N:11]=[C:10]([C:14]([NH:16][C:17]3[CH:18]=[CH:19][C:20]([CH2:21][NH:22][CH2:23][C:24]([OH:26])=[O:25])=[CH:31][CH:32]=3)=[O:15])[CH:9]=2)[CH2:2][CH2:3][CH2:4][CH2:5][CH2:6]1 |f:3.4|. Procedure: A solution of tert-butyl N-{4-[({6-[cyclohexyl(cyclopropylmethyl)amino]pyrimidin-4-yl}carbonyl)amino]benzyl}glycinate (Example 73; 60 mg; 0.12 mmol) in DCM (5 ml) was treated with trifluoroacetic acid (200 μl; 2.61 mmol) and the reaction mixture was stirred at room temperature for 24 hours. The solvents were removed to give the title compound as a yellow oil in 77% yield.